From a dataset of the Open Reaction Database (ORD), a public repository of structured organic reaction records. describe an organic reaction: reactants, conditions, products, and yield The reactants are O=C([O-])[O-], CCOC(OCC)c1ncc(N=CN(C)C)cn1, [K+], [K+], C1COCCO1. Yields the product CCOC(OCC)c1ncc(N)cn1. As a reaction SMILES: [C:19](=[O:20])([O-:21])[O-:22].[CH2:1]([CH3:2])[O:3][CH:4]([c:5]1[n:6][cH:7][c:8]([N:11]=[CH:12][N:13]([CH3:14])[CH3:15])[cH:9][n:10]1)[O:16][CH2:17][CH3:18].[K+:23].[K+:24].[O:25]1[CH2:26][CH2:27][O:28][CH2:29][CH2:30]1>>[CH2:1]([CH3:2])[O:3][CH:4]([c:5]1[n:6][cH:7][c:8]([NH2:11])[cH:9][n:10]1)[O:16][CH2:17][CH3:18]. The reactants are CC(C)(C)[Si](C)(C)Oc1cccc(CN)c1, CCN(C(C)C)C(C)C, Cc1cc(C(=O)O)cc(Cl)c1O, ClCCl. Product: Cc1cc(C(=O)NCc2cccc(O[Si](C)(C)C(C)(C)C)c2)cc(Cl)c1O. Reaction SMILES: [CH3:22][C:23]([CH3:24])([CH3:25])[Si:26]([O:27][c:28]1[cH:29][c:30]([CH2:34][NH2:35])[cH:31][cH:32][cH:33]1)([CH3:36])[CH3:37].[CH:13]([N:14]([CH:15]([CH3:16])[CH3:17])[CH2:18][CH3:19])([CH3:20])[CH3:21].[Cl:1][c:2]1[cH:3][c:4]([C:5](=[O:6])[OH:7])[cH:8][c:9]([CH3:12])[c:10]1[OH:11].[Cl:38][CH2:39][Cl:40]>>[Cl:1][c:2]1[cH:3][c:4]([C:5](=[O:7])[NH:35][CH2:34][c:30]2[cH:29][c:28]([O:27][Si:26]([C:23]([CH3:22])([CH3:24])[CH3:25])([CH3:36])[CH3:37])[cH:33][cH:32][cH:31]2)[cH:8][c:9]([CH3:12])[c:10]1[OH:11]. The reactants are [K].[Na] (Sodium potassium), COC1=CC=C(C(=O)OC[C@@H](CO[Si](C)(C)C(C)(C)C)O[Si](C)(C)C(C)(C)C)C=C1 ((S)-2,3-bis(tert-butyldimethylsilyloxy)propyl 4-methoxybenzoate), CC(C)C[AlH]CC(C)C (DIBAL-H), CO (MeOH). The solvent is C(Cl)Cl (DCM), C(Cl)Cl (DCM). Run at temperature -78 celsius, time 5 minute. The product is [Si](C)(C)(C(C)(C)C)O[C@@H](CO)CO[Si](C)(C)C(C)(C)C ((S)-2,3-bis(tert-butyldimethylsilyloxy)propan-1-ol). As a reaction SMILES: COC1C=CC(C([O:9][CH2:10][C@H:11]([O:21][Si:22]([C:25]([CH3:28])([CH3:27])[CH3:26])([CH3:24])[CH3:23])[CH2:12][O:13][Si:14]([C:17]([CH3:20])([CH3:19])[CH3:18])([CH3:16])[CH3:15])=O)=CC=1.CC(C[AlH]CC(C)C)C.CO.[K].[Na]>C(Cl)Cl>[Si:22]([O:21][C@H:11]([CH2:12][O:13][Si:14]([C:17]([CH3:20])([CH3:19])[CH3:18])([CH3:15])[CH3:16])[CH2:10][OH:9])([C:25]([CH3:28])([CH3:27])[CH3:26])([CH3:24])[CH3:23] |f:3.4,^1:41,42|. Procedure: To a 1.0 L RB flask containing (S)-2,3-bis(tert-butyldimethylsilyloxy)propyl 4-methoxybenzoate (9.200 g, 20 mmol) was added DCM (100 mL) and the mixture was allowed to stir at −78° C. for 5 minutes. At this time, DIBAL-H (1.0 M, hexanes) (61 ml, 61 mmol) was added via a syringe. The reaction was allowed to stir for 30 min and then quenched with MeOH (4.1 ml, 101 mmol). Sodium potassium tartate (sat, 200 mL) and DCM (100 mL) was added and the solution was allowed to warm to 23° C. and stirred for... Starting materials: C(C1=CC=CC=C1)N1CC(CC1)(COC)O (1-benzyl-3-hydroxy-3-methoxymethylpyrrolidine). Reagents/catalysts: [Pd] (Pd). Run in CO (methanol). Product: OC1(CNCC1)COC (3-Hydroxy-3-methoxymethylpyrrolidine). Reaction SMILES: C([N:8]1[CH2:12][CH2:11][C:10]([OH:16])([CH2:13][O:14][CH3:15])[CH2:9]1)C1C=CC=CC=1>CO.[Pd]>[OH:16][C:10]1([CH2:13][O:14][CH3:15])[CH2:11][CH2:12][NH:8][CH2:9]1. Reported procedure: 10 g (45 mmol) of 1-benzyl-3-hydroxy-3-methoxymethylpyrrolidine are hydrogenated using 3 g of Pd/active carbon (10% Pd) in 200 ml of methanol at 100° C. and 100 bar. The catalyst is filtered off with suction, the filtrate is concentrated and the residue is distilled. Starting materials: ClC1=NC=2N3[C@@H](C(NC2C=N1)=O)COC(C3)C ((R)-2-chloro-9-methyl-6a,7,9,10-tetrahydro-[1,4]oxazino[3,4-h]pteridin-6(5H)-one), [H-].[Na+] (sodium hydride), BrCC1CC1 ((bromomethyl)cyclopropane), [H-].[Na+] (sodium hydride), BrCC1CC1 ((bromomethyl)cyclopropane), BrCC1CC1 ((bromomethyl)cyclopropane). Solvent: CN(C)C=O (DMF), CCOC(=O)C (EtOAc), O (water). Conditions: temperature 0 celsius, time 35 minute. Yields the product ClC1=NC=2N3[C@@H](C(N(C2C=N1)CC1CC1)=O)COC(C3)C ((R)-2-chloro-5-(cyclopropylmethyl)-9-methyl-6a,7,9,10-tetrahydro-[1,4]oxazino[3,4-h]pteridin-6(5H)-one). The yield is 99.4%. As a reaction SMILES: [Cl:1][C:2]1[N:11]=[CH:10][C:9]2[NH:8][C:7](=[O:12])[C@H:6]3[CH2:13][O:14][CH:15]([CH3:17])[CH2:16][N:5]3[C:4]=2[N:3]=1.[H-].[Na+].Br[CH2:21][CH:22]1[CH2:24][CH2:23]1>CN(C=O)C.CCOC(C)=O.O>[Cl:1][C:2]1[N:11]=[CH:10][C:9]2[N:8]([CH2:21][CH:22]3[CH2:24][CH2:23]3)[C:7](=[O:12])[C@H:6]3[CH2:13][O:14][CH:15]([CH3:17])[CH2:16][N:5]3[C:4]=2[N:3]=1 |f:1.2|. Procedure: To a solution of (R)-2-chloro-9-methyl-6a,7,9,10-tetrahydro-[1,4]oxazino[3,4-h]pteridin-6(5H)-one (103 mg, 0.404 mmol) in DMF (2.5 mL) at 0° C. was added sodium hydride (21 mg, 0.526 mmol, 60% in oil). After 35 minutes at 0° C., (bromomethyl)cyclopropane (0.051 mL, 0.526 mmol) was added. The mixture was stirred at 0° C. for 30 minutes, then at room temperature for 45 minutes and then sealed and heated at 90° C. (bath temperature) for 2 hours. More (bromomethyl)cyclopropane (0.250 mL) was added a... Reactants: COC1C2=C(CCN(C1)C(=O)OCC)SC=C2 (ethyl 4-methoxy-4,5,7,8-tetrahydro-thieno[2,3-d]azepin-6-carboxylate), [H-].[Al+3].[Li+].[H-].[H-].[H-] (lithium aluminum hydride). Reported procedure: Prepared analogously to Example 60a from ethyl 4-methoxy-4,5,7,8-tetrahydro-thieno[2,3-d]azepin-6-carboxylate (US 2006/0003990) by reduction with lithium aluminum hydride. As a reaction SMILES: [CH3:1][O:2][CH:3]1[CH2:9][N:8]([C:10](OCC)=O)[CH2:7][CH2:6][C:5]2[S:15][CH:16]=[CH:17][C:4]1=2.[H-].[Al+3].[Li+].[H-].[H-].[H-]>>[CH3:1][O:2][CH:3]1[CH2:9][N:8]([CH3:10])[CH2:7][CH2:6][C:5]2[S:15][CH:16]=[CH:17][C:4]1=2 |f:1.2.3.4.5.6|. Product: COC1C2=C(CCN(C1)C)SC=C2 (4-Methoxy-6-methyl-5,6,7,8-tetrahydro-4H-thieno[2,3-d]azepine). Reactants: OC=C(C#N)C1=CC=CC=C1 (3-hydroxy-2-phenylacrylonitrile), CC(=O)O (AcOH), N(N)C1=NC=CC=C1 (2-hydrazinopyridine). Solvent: CCO (EtOH). Conditions: temperature 80 celsius, time 5 hour. Yields the product C1(=CC=CC=C1)C1=C(N(N=C1)C1=NC=CC=C1)N (4-Phenyl-2-pyridin-2-yl-2H-pyrazol-3-ylamine). As a reaction SMILES: O[CH:2]=[C:3]([C:6]1[CH:11]=[CH:10][CH:9]=[CH:8][CH:7]=1)[C:4]#[N:5].CC(O)=O.[NH:16]([C:18]1[CH:23]=[CH:22][CH:21]=[CH:20][N:19]=1)[NH2:17]>CCO>[C:6]1([C:3]2[CH:2]=[N:17][N:16]([C:18]3[CH:23]=[CH:22][CH:21]=[CH:20][N:19]=3)[C:4]=2[NH2:5])[CH:11]=[CH:10][CH:9]=[CH:8][CH:7]=1. Procedure: To a solution of 3-hydroxy-2-phenylacrylonitrile (3.4 mmol) in EtOH (6.8 mL) is added AcOH (0.66 mL) and 2-hydrazinopyridine (6.8 mmol) at room temperature. After stirred at 80° C. for 5 h, the reaction mixture is cooling and concentrated in vacuo. The residue is diluted with H2O and extracted with AcOEt. The organic extracts are washed with brine, dried over Na2SO4 and concentrated in vacuo. The resulting residue is triturated with ether to give the title compound; 1H NMR (CDCl3) δ 6.27 (br, 2H... Reactants: C(C1=CC=CC=C1)(C1=CC=CC=C1)(C1=CC=CC=C1)N1C=NC2=C1C(=CC=C2)C(=O)OC (methyl 3-trityl-3H-benzimidazole-4-carboxylate), C(C)(=O)OCC (ethyl acetate), [H-].[Al+3].[Li+].[H-].[H-].[H-] (lithium aluminium hydride), C(=O)([O-])C(O)C(O)C(=O)[O-].[K+].[Na+] (sodium potassium tartrate). The solvent is O1CCCC1 (tetrahydrofuran), O1CCCC1 (tetrahydrofuran). Conditions: temperature 0 celsius, time 1 hour. Product: C(C1=CC=CC=C1)(C1=CC=CC=C1)(C1=CC=CC=C1)N1C=NC2=C1C(=CC=C2)CO ((3-Trityl-3H-benzimidazol-4-yl)methanol). As a reaction SMILES: [H-].[Al+3].[Li+].[H-].[H-].[H-].[C:7]([N:26]1[C:30]2[C:31]([C:35](OC)=[O:36])=[CH:32][CH:33]=[CH:34][C:29]=2[N:28]=[CH:27]1)([C:20]1[CH:25]=[CH:24][CH:23]=[CH:22][CH:21]=1)([C:14]1[CH:19]=[CH:18][CH:17]=[CH:16][CH:15]=1)[C:8]1[CH:13]=[CH:12][CH:11]=[CH:10][CH:9]=1.C(C(C(C([O-])=O)O)O)([O-])=O.[K+].[Na+].C(OCC)(=O)C>O1CCCC1>[C:7]([N:26]1[C:30]2[C:31]([CH2:35][OH:36])=[CH:32][CH:33]=[CH:34][C:29]=2[N:28]=[CH:27]1)([C:14]1[CH:19]=[CH:18][CH:17]=[CH:16][CH:15]=1)([C:8]1[CH:9]=[CH:10][CH:11]=[CH:12][CH:13]=1)[C:20]1[CH:25]=[CH:24][CH:23]=[CH:22][CH:21]=1 |f:0.1.2.3.4.5,7.8.9|. Procedure: A suspension of 0.210 g of lithium aluminium hydride in 15 ml of anhydrous tetrahydrofuran is cooled under argon to 0° C. A solution of 2.300 g of methyl 3-trityl-3H-benzimidazole-4-carboxylate in 25 ml of anhydrous tetrahydrofuran is added dropwise to the suspension over 5 minutes and the reaction mixture is subsequently stirred at 0° C. over one hour. The reaction mixture is subsequently poured slowly onto 80 ml of 1M sodium potassium tartrate solution and admixed with ethyl acetate (100 ml). ... Starting materials: Cl, [Na+], [OH-], CC(=O)NCc1ccc(CN2CCN(c3ccccc3)CC2)cc1. Yields the product NCc1ccc(CN2CCN(c3ccccc3)CC2)cc1. Reaction SMILES: [ClH:27].[Na+:26].[OH-:25].[c:1]1([N:7]2[CH2:8][CH2:9][N:10]([CH2:13][c:14]3[cH:15][cH:16][c:17]([CH2:20][NH:21][C:22](=[O:23])[CH3:24])[cH:18][cH:19]3)[CH2:11][CH2:12]2)[cH:2][cH:3][cH:4][cH:5][cH:6]1>>[c:1]1([N:7]2[CH2:8][CH2:9][N:10]([CH2:13][c:14]3[cH:15][cH:16][c:17]([CH2:20][NH2:21])[cH:18][cH:19]3)[CH2:11][CH2:12]2)[cH:2][cH:3][cH:4][cH:5][cH:6]1.